describe an organic reaction: reactants, conditions, products, and yield From a dataset of the Open Reaction Database (ORD), a public repository of structured organic reaction records. Reactants: N1C=C(C2=CC=CC=C12)C(CCCN1CCC(CC1)NC(=O)N)=O (1-[1-(4-[3-indolyl]-4-oxobutyl)piperid-4-yl]urea), C(C1=CC=CC=C1)(=O)Cl (benzoyl chloride). Product: C(C1=CC=CC=C1)(=O)NC(=O)NC1CCN(CC1)CCCC(=O)C1=CNC2=CC=CC=C12 (1-Benzoyl-3-[1-(4-[3-indolyl]-4-oxobutyl)piperid-4-yl]urea). As a reaction SMILES: [NH:1]1[C:9]2[C:4](=[CH:5][CH:6]=[CH:7][CH:8]=2)[C:3]([C:10](=[O:24])[CH2:11][CH2:12][CH2:13][N:14]2[CH2:19][CH2:18][CH:17]([NH:20][C:21]([NH2:23])=[O:22])[CH2:16][CH2:15]2)=[CH:2]1.[C:25](Cl)(=[O:32])[C:26]1[CH:31]=[CH:30][CH:29]=[CH:28][CH:27]=1>>[C:25]([NH:23][C:21]([NH:20][CH:17]1[CH2:16][CH2:15][N:14]([CH2:13][CH2:12][CH2:11][C:10]([C:3]2[C:4]3[C:9](=[CH:8][CH:7]=[CH:6][CH:5]=3)[NH:1][CH:2]=2)=[O:24])[CH2:19][CH2:18]1)=[O:22])(=[O:32])[C:26]1[CH:31]=[CH:30][CH:29]=[CH:28][CH:27]=1. Procedure details: The product may be prepared by the alternative method of treating 1-[1-(4-[3-indolyl]-4-oxobutyl)piperid-4-yl]urea with benzoyl chloride following the procedure of Example 1.